From a dataset of the Open Reaction Database (ORD), a public repository of structured organic reaction records. describe an organic reaction: reactants, conditions, products, and yield Reactants: C(\C=C\CCCCCCCCC(=O)O)(=O)O (trans-traumatic acid), CCC[C@@H]1C[C@H](N(C1)C)C(=O)N[C@@H]([C@@H]2[C@@H]([C@@H]([C@H]([C@H](O2)SC)O)O)O)[C@@H](C)O.Cl (lincomycin hydrochloride). The solvent is O (water), O (water). Conditions: temperature 4 celsius. Yields the product CCC[C@@H]1C[C@H](N(C1)C)C(=O)N[C@@H]([C@@H]2[C@@H]([C@@H]([C@H]([C@H](O2)SC)O)O)O)[C@@H](C)O.C(\C=C\CCCCCCCCC(=O)[O-])(=O)[O-] (lincomycin trans-traumatate). RXN SMILES: [C:1]([OH:16])(=[O:15])/[CH:2]=[CH:3]/[CH2:4][CH2:5][CH2:6][CH2:7][CH2:8][CH2:9][CH2:10][CH2:11][C:12]([OH:14])=[O:13].[CH3:17][CH2:18][CH2:19][C@H:20]1[CH2:24][N:23]([CH3:25])[C@H:22]([C:26]([NH:28][C@H:29]([C@H:41]([OH:43])[CH3:42])[C@H:30]2[O:35][C@H:34]([S:36][CH3:37])[C@H:33]([OH:38])[C@@H:32]([OH:39])[C@H:31]2[OH:40])=[O:27])[CH2:21]1.Cl>O>[CH3:17][CH2:18][CH2:19][C@H:20]1[CH2:24][N:23]([CH3:25])[C@H:22]([C:26]([NH:28][C@H:29]([C@H:41]([OH:43])[CH3:42])[C@H:30]2[O:35][C@H:34]([S:36][CH3:37])[C@H:33]([OH:38])[C@@H:32]([OH:39])[C@H:31]2[OH:40])=[O:27])[CH2:21]1.[C:1]([O-:16])(=[O:15])/[CH:2]=[CH:3]/[CH2:4][CH2:5][CH2:6][CH2:7][CH2:8][CH2:9][CH2:10][CH2:11][C:12]([O-:14])=[O:13] |f:1.2,4.5|. Procedure details: 2.28 g of trans-traumatic acid (10 mmol) are suspended in 100 ml of water cooled to 4° C. A solution of 8.86 g of lincomycin hydrochloride (20 mmol) in 100 ml water is eluted through a column cooled to 4° C. containing 35 ml of [OH--] Dowex 1×8 resin. The eluate free from chlorides is collected in the form of a suspension of traumatic acid kept under continuous stirring at 4° C. The resulting solution is frozen and lyophilized. The reaction yield is 10.1 g of dry product. Reactants: ice water, N1=C(C=CC=C1)CC(=O)OCC (ethyl 2-pyridylacetate), C(C)(=O)OC1=CC=C(C=C1)C(=C(C#N)C#N)OC (3-(4-acetoxyphenyl)-2-cyano-3-methoxyacrylonitrile), [H-].[Na+] (sodium hydride). The solvent is CN(C=O)C (N,N-dimethylformamide). Reaction conditions: temperature 60 celsius, time 1 hour. Product: C(C)(=O)OC1=CC=C(C=C1)C=1C(=C2C=CC=CN2C(C1C#N)=N)C(=O)OCC (2-(4-acetoxyphenyl)-3-cyano-1-ethoxycarbonyl-4-imino-4H-quinolizin). The yield is 32.0%. Reaction SMILES: [N:1]1[CH:6]=[CH:5][CH:4]=[CH:3][C:2]=1[CH2:7][C:8]([O:10][CH2:11][CH3:12])=[O:9].[C:13]([O:16][C:17]1[CH:22]=[CH:21][C:20]([C:23](OC)=[C:24]([C:27]#[N:28])[C:25]#[N:26])=[CH:19][CH:18]=1)(=[O:15])[CH3:14].[H-].[Na+]>CN(C)C=O>[C:13]([O:16][C:17]1[CH:22]=[CH:21][C:20]([C:23]2[C:7]([C:8]([O:10][CH2:11][CH3:12])=[O:9])=[C:2]3[N:1]([C:27](=[NH:28])[C:24]=2[C:25]#[N:26])[CH:6]=[CH:5][CH:4]=[CH:3]3)=[CH:19][CH:18]=1)(=[O:15])[CH3:14] |f:2.3|. Procedure: A mixture of 165 mg of ethyl 2-pyridylacetate and 242 mg of 3-(4-acetoxyphenyl)-2-cyano-3-methoxyacrylonitrile was dissolved in 1 ml of dry N,N-dimethylformamide. To the solution was added 40 mg of 60% sodium hydride at room temperature and the reaction mixture was stirred for 1 hour at 60° C. The reaction mixture was poured into ice-water, and precipitated crystals were collected by filtration, washed with water and dried to obtain 120 mg of 2-(4-acetoxyphenyl)-3-cyano-1-ethoxycarbonyl-4-imino-... Starting materials: C(C)N(C1=C(C=C(C(=C1)OC)OC)[C@H]1CC=2C=CC(=CC2CC1)OC(C(C)(C)C)=O)C(C1=CC(=C(C=C1)O)F)=O (pivalic acid (R)-6-{2-[ethyl(3-fluoro-4-hydroxybenzoyl)amino]-4,5-dimethoxyphenyl}-5,6,7,8-tetrahydronaphthalen-2-yl ester), ClCC(=O)N1CCC(CC1)C (2-chloro-1-(4-methylpiperidin-1-yl)ethanone). The product is C(C)N(C1=C(C=C(C(=C1)OC)OC)[C@H]1CC=2C=CC(=CC2CC1)O)CC1=CC(=C(C=C1)OCCN1CCC(CC1)C)F ((R)-6-{2-{Ethyl{3-fluoro-4-[2-(4-methylpiperidin-1-yl)ethoxy]benzyl}amino}-4,5-dimethoxyphenyl}-5,6,7,8-tetrahydronaphthalen-2-ol). Isolated yield 37.5%. RXN SMILES: [CH2:1]([N:3]([C:31](=O)[C:32]1[CH:37]=[CH:36][C:35]([OH:38])=[C:34]([F:39])[CH:33]=1)[C:4]1[CH:9]=[C:8]([O:10][CH3:11])[C:7]([O:12][CH3:13])=[CH:6][C:5]=1[C@@H:14]1[CH2:23][CH2:22][C:21]2[CH:20]=[C:19]([O:24]C(=O)C(C)(C)C)[CH:18]=[CH:17][C:16]=2[CH2:15]1)[CH3:2].Cl[CH2:42][C:43]([N:45]1[CH2:50][CH2:49][CH:48]([CH3:51])[CH2:47][CH2:46]1)=O>>[CH2:1]([N:3]([CH2:31][C:32]1[CH:37]=[CH:36][C:35]([O:38][CH2:42][CH2:43][N:45]2[CH2:50][CH2:49][CH:48]([CH3:51])[CH2:47][CH2:46]2)=[C:34]([F:39])[CH:33]=1)[C:4]1[CH:9]=[C:8]([O:10][CH3:11])[C:7]([O:12][CH3:13])=[CH:6][C:5]=1[C@@H:14]1[CH2:23][CH2:22][C:21]2[CH:20]=[C:19]([OH:24])[CH:18]=[CH:17][C:16]=2[CH2:15]1)[CH3:2]. Procedure: Synthesized from pivalic acid (R)-6-{2-[ethyl(3-fluoro-4-hydroxybenzoyl)amino]-4,5-dimethoxyphenyl}-5,6,7,8-tetrahydronaphthalen-2-yl ester (15 mg) and 2-chloro-1-(4-methylpiperidin-1-yl)ethanone (9.5 mg) according to an analogous synthetic method to Example 404 and purified by LC-MS, the title compound (5.9 mg) was obtained. Starting materials: C(C=C)Br (Allyl bromide), OC=1C(=NC=CC1)C1=CC=CC=C1 (3-hydroxy-2-phenylpyridine), ice. Run in C1(=CC=CC=C1)C (toluene). Yields the product [Br-].OC=1C(=[N+](C=CC1)CC=C)C1=CC=CC=C1 (3-hydroxy-2-phenyl-N-(prop-2-enyl)-pyridinium bromide). RXN SMILES: [OH:1][C:2]1[C:3]([C:8]2[CH:13]=[CH:12][CH:11]=[CH:10][CH:9]=2)=[N:4][CH:5]=[CH:6][CH:7]=1.[CH2:14]([Br:17])[CH:15]=[CH2:16]>C1(C)C=CC=CC=1>[Br-:17].[OH:1][C:2]1[C:3]([C:8]2[CH:9]=[CH:10][CH:11]=[CH:12][CH:13]=2)=[N+:4]([CH2:16][CH:15]=[CH2:14])[CH:5]=[CH:6][CH:7]=1 |f:3.4|. Procedure details: A suspension of 3-hydroxy-2-phenylpyridine (15 g, 116 mmol) in toluene (250 ml) was heated at reflux for 30 minutes. Allyl bromide (30 ml) was added and the reaction mixture was heated at reflux for 20 hours and cooled using the ice bath. Solid was filtered off and washed twice with ether to afford crude 3-hydroxy-2-phenyl-N-(prop-2-enyl)-pyridinium bromide, which was used treated with acrylonitrile (100 ml), triethylamine (15 ml) and 1,4-dioxane (200 ml) was heated at reflux for 28 hours and co... The reactants are FC(OC1=CC=C(C=C1)N1C(C2(CC1)CCNCC2)=O)(F)F (2-(4-trifluoromethoxy-phenyl)-2,8-diaza-spiro[4.5]decan-1-one), O=C(OC(Cl)(Cl)Cl)Cl (diphosgene), C(C)NCCC (ethyl-propyl-amine). The product is C(C)N(C(=O)N1CCC2(CCN(C2=O)C2=CC=C(C=C2)OC(F)(F)F)CC1)CCC (1-Oxo-2-(4-trifluoromethoxy-phenyl)-2,8-diaza-spiro[4.5]decane-8-carboxylic acid ethyl-propyl-amide). As a reaction SMILES: [F:1][C:2]([F:22])([F:21])[O:3][C:4]1[CH:9]=[CH:8][C:7]([N:10]2[CH2:14][CH2:13][C:12]3([CH2:19][CH2:18][NH:17][CH2:16][CH2:15]3)[C:11]2=[O:20])=[CH:6][CH:5]=1.O=C(Cl)[O:25][C:26](Cl)(Cl)Cl.[CH2:31]([NH:33][CH2:34][CH2:35][CH3:36])[CH3:32]>>[CH2:31]([N:33]([CH2:34][CH2:35][CH3:36])[C:26]([N:17]1[CH2:16][CH2:15][C:12]2([C:11](=[O:20])[N:10]([C:7]3[CH:8]=[CH:9][C:4]([O:3][C:2]([F:1])([F:21])[F:22])=[CH:5][CH:6]=3)[CH2:14][CH2:13]2)[CH2:19][CH2:18]1)=[O:25])[CH3:32]. Procedure details: This material was prepared in analogy to example 251 step B) from 2-(4-trifluoromethoxy-phenyl)-2,8-diaza-spiro[4.5]decan-1-one, diphosgene and ethyl-propyl-amine. MS (ESI): 428.3 (MH+). Solvent: CC1=CC=CC=C1. Starting materials: CC(C)(C)OC(=O)N1C[C@@H]2C[C@H]1CN2, C1=CC(=CN=C1)Br. The yield is 98.7%. Product: CC(C)(C)OC(=O)N1C[C@@H]2C[C@H]1CN2C3=CN=CC=C3. Reported procedure: TRIS(DIBENZYLIDENEACETONE)DIPALLADIUM(0) (0.055 g, 0.06 mmol) and rac-2,2'-bis(diphenylphosphino)-1,1'-binaphthyl (0.075 g, 0.12 mmol) were mixed together and evacuated and purged with nitrogen 3 times. toluene (29.7 ml) was added and the resulting mixture heated to 90°C for 10 minutes then cooled to room temperature.  In a second reaction vessel was mixed sodium tert-butoxide (0.465 g, 4.84 mmol), 3-bromopyridine (0.321 ml, 3.33 mmol) and (1S,4S)-tert-butyl 2,5-diazabicyclo[2.2.1]heptane-2-carb... The reagents and catalysts are CC(C)(C)[O-].[Na+], C1=CC=C(C=C1)P(C2=CC=CC=C2)C3=C(C4=CC=CC=C4C=C3)C5=C(C=CC6=CC=CC=C65)P(C7=CC=CC=C7)C8=CC=CC=C8, C1=CC=C(C=C1)/C=C/C(=O)/C=C/C2=CC=CC=C2.C1=CC=C(C=C1)/C=C/C(=O)/C=C/C2=CC=CC=C2.C1=CC=C(C=C1)/C=C/C(=O)/C=C/C2=CC=CC=C2.[Pd].[Pd]. Run at temperature 85 celsius. Starting materials: CC1(C)CCN(C2CCC(N(Cc3ccccc3)Cc3ccccc3)CC2)CC1, CO. The product is CC1(C)CCN(C2CCC(N)CC2)CC1. Reaction SMILES: [CH2:1]([N:8]([CH2:2][c:3]1[cH:4][cH:5][cH:6][cH:7][cH:23]1)[CH:9]1[CH2:10][CH2:11][CH:12]([N:15]2[CH2:16][CH2:17][C:18]([CH3:21])([CH3:22])[CH2:19][CH2:20]2)[CH2:13][CH2:14]1)[c:24]1[cH:25][cH:26][cH:27][cH:28][cH:29]1.[CH3:30][OH:31]>>[NH2:8][CH:9]1[CH2:10][CH2:11][CH:12]([N:15]2[CH2:16][CH2:17][C:18]([CH3:21])([CH3:22])[CH2:19][CH2:20]2)[CH2:13][CH2:14]1. Reactants: COCCCOc1ccnc(CSc2nc3ccccc3[nH]2)c1C, O=C(OO)c1cccc(Cl)c1. The product is COCCCOc1ccnc(CS(=O)c2nc3ccccc3[nH]2)c1C. As a reaction SMILES: [CH3:1][O:2][CH2:3][CH2:4][CH2:5][O:6][c:7]1[c:8]([CH3:24])[c:9]([CH2:13][S:14][c:15]2[n:16][c:17]3[c:18]([nH:19]2)[cH:20][cH:21][cH:22][cH:23]3)[n:10][cH:11][cH:12]1.[Cl:25][c:26]1[cH:27][cH:28][cH:29][c:30]([C:31]([O:32][OH:34])=[O:33])[cH:35]1>>[CH3:1][O:2][CH2:3][CH2:4][CH2:5][O:6][c:7]1[c:8]([CH3:24])[c:9]([CH2:13][S:14]([c:15]2[nH:16][c:17]3[c:18]([n:19]2)[cH:20][cH:21][cH:22][cH:23]3)=[O:33])[n:10][cH:11][cH:12]1. Reactants: ClC1=C(C=CC=C1)S(=O)(=O)Cl (2-Chlorobenzenesulfonyl chloride), N1=CC=CC=C1 (pyridine), C(C)(C)(C)OC(NC1CCN(CC1)C1=CC(=CC=2C=COC21)N)=O (tert-butyl[1-(5-amino-1-benzofuran-7-yl)piperidin-4-yl]carbamate), C(C)(C)(C)OC(NC1CCN(CC1)C1=CC(=CC=2C=COC21)N)=O (tert-butyl[1-(5-amino-1-benzofuran-7-yl)piperidin-4-yl]carbamate). Run in C(Cl)Cl (DCM). Reaction conditions: time 1 hour. Product: Cl.NC1N(CCCC1)C1=CC(=CC=2C=COC21)NS(=O)(=O)C2=C(C=CC=C2)Cl (N-[7-(Aminopiperidin-1-yl)-1-benzofuran-5-yl]-2-chlorobenzenesulfonamide hydrochloride). The yield is 50.0%. RXN SMILES: [Cl:1][C:2]1[CH:7]=[CH:6][CH:5]=[CH:4][C:3]=1[S:8](Cl)(=[O:10])=[O:9].[N:12]1C=CC=CC=1.C(OC(=O)N[CH:25]1[CH2:30][CH2:29][N:28]([C:31]2[C:39]3[O:38][CH:37]=[CH:36][C:35]=3[CH:34]=[C:33]([NH2:40])[CH:32]=2)[CH2:27][CH2:26]1)(C)(C)C>C(Cl)Cl>[ClH:1].[NH2:12][CH:29]1[CH2:30][CH2:25][CH2:26][CH2:27][N:28]1[C:31]1[C:39]2[O:38][CH:37]=[CH:36][C:35]=2[CH:34]=[C:33]([NH:40][S:8]([C:3]2[CH:4]=[CH:5][CH:6]=[CH:7][C:2]=2[Cl:1])(=[O:10])=[O:9])[CH:32]=1 |f:4.5|. Procedure details: 2-Chlorobenzenesulfonyl chloride (76.0 mg, 0.36 mmol) and pyridine (219 mL) were added to tert-butyl[1-(5-amino-1-benzofuran-7-yl)piperidin-4-yl]carbamate (100.0 mg, 0.30 mmol; Intermediate 49) in DCM (1 mL). The mixture was shaken at room temperature for 1 h, solvent was removed in vacuo and the residue was purified by preparative HPLC using acetonitrile-water gradients containing 0.1% trifluoroacetic acid. N-deprotection and conversion into the hydrochloride salt was performed by treatment wit...